Dataset: the Open Reaction Database (ORD), a public repository of structured organic reaction records. Task: describe an organic reaction: reactants, conditions, products, and yield Reactants: CCO, O=[N+]([O-])c1cc(OCc2cnc(Cl)s2)ccc1Cl, Nc1ccc(S)cc1. Yields the product Nc1ccc(Sc2ccc(OCc3cnc(Cl)s3)cc2[N+](=O)[O-])cc1. RXN SMILES: [CH3:27][CH2:28][OH:29].[Cl:1][c:2]1[s:3][c:4]([CH2:7][O:8][c:9]2[cH:10][c:11]([N+:16](=[O:17])[O-:18])[c:12]([Cl:15])[cH:13][cH:14]2)[cH:5][n:6]1.[NH2:19][c:20]1[cH:21][cH:22][c:23]([SH:26])[cH:24][cH:25]1>>[Cl:1][c:2]1[s:3][c:4]([CH2:7][O:8][c:9]2[cH:10][c:11]([N+:16](=[O:17])[O-:18])[c:12]([S:26][c:23]3[cH:22][cH:21][c:20]([NH2:19])[cH:25][cH:24]3)[cH:13][cH:14]2)[cH:5][n:6]1. The reactants are C(C)NC(=O)NC1=CC=C(C=C1)C=1N=C(C2=C(N1)CNCC2)N2CCOCC2 (1-ethyl-3-(4-(4-morpholino-5,6,7,8-tetrahydropyrido[3,4-d]pyrimidin-2-yl)phenyl)urea), CN(C=O)C (N,N-Dimethylformamide), C(C)(C)N(C(C)C)CC (N,N-Diisopropylethylamine), CC(C(=O)Cl)(C)C (2,2-Dimethylpropanoyl chloride). Reaction conditions: time 3 day. The product is C(C)NC(=O)NC1=C(C=C(C=C1)C=1N=C(C2=C(N1)CN(CC2)C(C(C)(C)C)=O)N2CCOCC2)C (1-ethyl-3-(2-methyl-4-(4-morpholino-7-pivaloyl-5,6,7,8-tetrahydropyrido[3,4-d]pyrimidin-2-yl)phenyl)urea). Reaction SMILES: [CH2:1]([NH:3][C:4]([NH:6][C:7]1[CH:12]=[CH:11][C:10]([C:13]2[N:14]=[C:15]([N:23]3[CH2:28][CH2:27][O:26][CH2:25][CH2:24]3)[C:16]3[CH2:22][CH2:21][NH:20][CH2:19][C:17]=3[N:18]=2)=[CH:9][CH:8]=1)=[O:5])[CH3:2].[CH3:29]N(C)C=O.C(N(CC)C(C)C)(C)C.[CH3:43][C:44]([CH3:49])([CH3:48])[C:45](Cl)=[O:46]>>[CH2:1]([NH:3][C:4]([NH:6][C:7]1[CH:8]=[CH:9][C:10]([C:13]2[N:14]=[C:15]([N:23]3[CH2:24][CH2:25][O:26][CH2:27][CH2:28]3)[C:16]3[CH2:22][CH2:21][N:20]([C:45](=[O:46])[C:44]([CH3:49])([CH3:48])[CH3:43])[CH2:19][C:17]=3[N:18]=2)=[CH:11][C:12]=1[CH3:29])=[O:5])[CH3:2]. Procedure details: 1-ethyl-3-(4-(4-morpholino-5,6,7,8-tetrahydropyrido[3,4-d]pyrimidin-2-yl)phenyl)urea (0.042 g, 0.11 mmol) in dry N,N-Dimethylformamide (1.00 mL, 12.9 mmol) was added N,N-Diisopropylethylamine (0.0574 mL, 0.330 mmol) followed by 2,2-Dimethylpropanoyl chloride (0.0204 mL, 0.166 mmol). The reaction mixture was stirred for 3 days. The reaction mixture was concentrated and purified by HPLC. 1H NMR (400 MHz, DMSO) δ 8.65 (s, 1H), 8.19 (d, J=8.8, 2H), 7.48 (d, J=8.8, 2H), 6.16 (t, J=5.5, 1H), 4.61 (s, ... Starting materials: COCCOC, Cc1c(OS(=O)(=O)C(F)(F)F)nc(N)nc1-c1ccco1, NCc1ccccc1, O. The product is Cc1c(NCc2ccccc2)nc(N)nc1-c1ccco1. RXN SMILES: [CH3:31][O:32][CH2:33][CH2:34][O:35][CH3:36].[NH2:1][c:2]1[n:3][c:4](-[c:17]2[o:18][cH:19][cH:20][cH:21]2)[c:5]([CH3:16])[c:6]([O:8][S:9]([C:10]([F:11])([F:12])[F:13])(=[O:14])=[O:15])[n:7]1.[NH2:22][CH2:23][c:24]1[cH:25][cH:26][cH:27][cH:28][cH:29]1.[OH2:30]>>[NH2:1][c:2]1[n:3][c:4](-[c:17]2[o:18][cH:19][cH:20][cH:21]2)[c:5]([CH3:16])[c:6]([NH:22][CH2:23][c:24]2[cH:25][cH:26][cH:27][cH:28][cH:29]2)[n:7]1. Reactants: COC(=O)C(C)(C)NC(=O)c1ccc2ccccc2c1C#Cc1ccccc1, CO, [Li+], [OH-], O, O. Product: CC(C)(NC(=O)c1ccc2ccccc2c1C#Cc1ccccc1)C(=O)O. Reaction SMILES: [CH3:1][O:2][C:3]([C:4]([CH3:5])([CH3:6])[NH:7][C:8](=[O:9])[c:10]1[c:11]([C:20]#[C:21][c:22]2[cH:23][cH:24][cH:25][cH:26][cH:27]2)[c:12]2[cH:13][cH:14][cH:15][cH:16][c:17]2[cH:18][cH:19]1)=[O:28].[CH3:33][OH:34].[Li+:31].[OH-:30].[OH2:29].[OH2:32]>>[O:2]=[C:3]([C:4]([CH3:5])([CH3:6])[NH:7][C:8](=[O:9])[c:10]1[c:11]([C:20]#[C:21][c:22]2[cH:23][cH:24][cH:25][cH:26][cH:27]2)[c:12]2[cH:13][cH:14][cH:15][cH:16][c:17]2[cH:18][cH:19]1)[OH:28]. As a reaction SMILES: [CH3:1][O:2][CH2:3][CH2:4][O:5][CH2:6][O:7][c:8]1[cH:9][c:10]([CH:14]=[CH:15][c:16]2[n:17][c:18]3[cH:19][cH:20][cH:21][cH:22][c:23]3[cH:24][cH:25]2)[cH:11][cH:12][cH:13]1.[OH2:26].[c:27]1([CH3:28])[cH:29][cH:30][c:31]([S:32]([OH:33])(=[O:34])=[O:35])[cH:36][cH:37]1>>[OH:7][c:8]1[cH:9][c:10]([CH:14]=[CH:15][c:16]2[n:17][c:18]3[cH:19][cH:20][cH:21][cH:22][c:23]3[cH:24][cH:25]2)[cH:11][cH:12][cH:13]1. Starting materials: COCCOCOc1cccc(C=Cc2ccc3ccccc3n2)c1, O, Cc1ccc(S(=O)(=O)O)cc1. The product is Oc1cccc(C=Cc2ccc3ccccc3n2)c1. The reactants are C1(CC1)N(S(=O)(=O)C1=C(C=C(C=C1C)OC)C)CC(=O)O (2-(N-Cyclopropyl-4-methoxy-2,6-dimethylphenylsulfonamido)acetic acid), NC1=C(C(=O)OC)C=CC=C1N (methyl 2,3-diaminobenzoate), CCN=C=NCCCN(C)C.Cl (EDCl), C=1C=CC2=C(C1)N=NN2O (HOBT), CCN(C(C)C)C(C)C (DIPEA). The product is NC1=C(C(=O)OC)C=CC=C1NC(CN(S(=O)(=O)C1=C(C=C(C=C1C)OC)C)C1CC1)=O (Methyl 2-amino-3-(2-(N-cyclopropyl-4-methoxy-2,6-dimethylphenyl-sulfonamido)acetamido)benzoate). Yield: 75.0%. RXN SMILES: [CH:1]1([N:4]([CH2:18][C:19](O)=[O:20])[S:5]([C:8]2[C:13]([CH3:14])=[CH:12][C:11]([O:15][CH3:16])=[CH:10][C:9]=2[CH3:17])(=[O:7])=[O:6])[CH2:3][CH2:2]1.[NH2:22][C:23]1[C:32]([NH2:33])=[CH:31][CH:30]=[CH:29][C:24]=1[C:25]([O:27][CH3:28])=[O:26].CCN=C=NCCCN(C)C.Cl.C1C=CC2N(O)N=NC=2C=1.CCN(C(C)C)C(C)C>>[NH2:22][C:23]1[C:32]([NH:33][C:19](=[O:20])[CH2:18][N:4]([CH:1]2[CH2:2][CH2:3]2)[S:5]([C:8]2[C:13]([CH3:14])=[CH:12][C:11]([O:15][CH3:16])=[CH:10][C:9]=2[CH3:17])(=[O:6])=[O:7])=[CH:31][CH:30]=[CH:29][C:24]=1[C:25]([O:27][CH3:28])=[O:26] |f:2.3|. Reported procedure: 2-(N-Cyclopropyl-4-methoxy-2,6-dimethylphenylsulfonamido)acetic acid was reacted with methyl 2,3-diaminobenzoate (1.3 eq.) in the presence of EDCl (1 eq.), HOBT (1 eq.) and DIPEA (10 eq.) and the desired product thereby formed was employed directly in the next stage without further working up. Yield: 75% Starting materials: COc1ccc(F)cc1Br, [Li]CCCC, C1CCOC1, CC(C)=O. The product is COc1ccc(F)cc1C(C)(C)O. Reaction SMILES: [Br:1][c:2]1[c:3]([O:9][CH3:10])[cH:4][cH:5][c:6]([F:8])[cH:7]1.[CH2:11]([Li:12])[CH2:13][CH2:14][CH3:15].[CH2:20]1[O:21][CH2:22][CH2:23][CH2:24]1.[CH3:16][C:17]([CH3:18])=[O:19]>>[c:2]1([C:17]([CH3:16])([CH3:18])[OH:19])[c:3]([O:9][CH3:10])[cH:4][cH:5][c:6]([F:8])[cH:7]1.